The task is: describe an organic reaction: reactants, conditions, products, and yield. This data is from the Open Reaction Database (ORD), a public repository of structured organic reaction records. Reactants: C(C)OC(C1=C(N=CC(=C1)F)Cl)=O (ethyl-2-chloro-5-fluoro-nicotinoate), C([O-])([O-])=O.[Cs+].[Cs+] (caesium carbonate), C(C)C1=C(C(=NC=C1F)Cl)C(=O)O (Ethyl 2-chloro-5-fluoropyridine-3-carboxylic acid), CSC=1C=C(C=CC1)O (3-methylsulphanyl-phenol). Run in O1CCOCC1 (dioxane). Run at temperature 100 celsius, time 48 hour. Yields the product C(C)OC(C1=C(N=CC(=C1)F)OC1=CC(=CC=C1)SC)=O (5-Fluoro-2-(3-methylsulfanyl-phenoxy)-nicotinic acid ethyl ester). Reaction SMILES: [CH2:1]([O:3][C:4](=[O:13])[C:5]1[CH:10]=[C:9]([F:11])[CH:8]=[N:7][C:6]=1Cl)[CH3:2].C(C1C(F)=CN=C(Cl)C=1C(O)=O)C.[CH3:27][S:28][C:29]1[CH:30]=[C:31]([OH:35])[CH:32]=[CH:33][CH:34]=1.C(=O)([O-])[O-].[Cs+].[Cs+]>O1CCOCC1>[CH2:1]([O:3][C:4](=[O:13])[C:5]1[CH:10]=[C:9]([F:11])[CH:8]=[N:7][C:6]=1[O:35][C:31]1[CH:32]=[CH:33][CH:34]=[C:29]([S:28][CH3:27])[CH:30]=1)[CH3:2] |f:3.4.5|. Reported procedure: A solution of ethyl-2-chloro-5-fluoro-nicotinoate (29 g, 0.143 mol) (prepared according to the method of J. Med. Chem., 1993, 36(18), 2676–88, at page 2684, column 2, 3rd compound, Ethyl 2-chloro-5-fluoropyridine-3-carboxylic acid) and 3-methylsulphanyl-phenol (20 g, 0.143 mol) (prepared according to the method of WO 98/45268, page 68, preparation 61) in dioxane (300 mL) was treated with caesium carbonate (46.5 g, 0.143 mol) at room temperature. The reaction mixture was heated to 100° C. and sti... The reactants are COC(=O)C(Cc1ccc(-c2cc(Cl)cn(C)c2=O)cc1)NC(=O)OC(C)(C)C, Cl, C1COCCO1. The product is COC(=O)C(N)Cc1ccc(-c2cc(Cl)cn(C)c2=O)cc1. As a reaction SMILES: [CH3:1][O:2][C:3]([CH:4]([NH:5][C:6]([O:7][C:8]([CH3:9])([CH3:10])[CH3:11])=[O:12])[CH2:13][c:14]1[cH:15][cH:16][c:17](-[c:20]2[c:21](=[O:28])[n:22]([CH3:27])[cH:23][c:24]([Cl:26])[cH:25]2)[cH:18][cH:19]1)=[O:29].[ClH:30].[O:31]1[CH2:32][CH2:33][O:34][CH2:35][CH2:36]1>>[CH3:1][O:2][C:3]([CH:4]([NH2:5])[CH2:13][c:14]1[cH:15][cH:16][c:17](-[c:20]2[c:21](=[O:28])[n:22]([CH3:27])[cH:23][c:24]([Cl:26])[cH:25]2)[cH:18][cH:19]1)=[O:29]. The reactants are C(C)OC(C#C)=O (propiolic acid ethyl ester), CC(CCO)CCC=C(C)C (3,7-dimethyl-oct-6-en1-ol), CN1CCOCC1 (N-methylmorpholine). Solvent: C(C)OCC (diethylether). Run at time 24 hour. Product: C(C)OC(\C=C\OCCC(CCC=C(C)C)C)=O ((E)-3-(3,7-Dimethyl-oct-6-enyloxy)-acrylic acid ethyl ester). Yield: 9.3%. Reaction SMILES: [CH2:1]([O:3][C:4](=[O:7])[C:5]#[CH:6])[CH3:2].[CH3:8][CH:9]([CH2:13][CH2:14][CH:15]=[C:16]([CH3:18])[CH3:17])[CH2:10][CH2:11][OH:12].CN1CCOCC1>C(OCC)C>[CH2:1]([O:3][C:4](=[O:7])/[CH:5]=[CH:6]/[O:12][CH2:11][CH2:10][CH:9]([CH3:8])[CH2:13][CH2:14][CH:15]=[C:16]([CH3:18])[CH3:17])[CH3:2]. Reported procedure: The reaction was performed in standard glassware under an atmosphere of N2. To 100 ml of diethylether were added 8.0 g (0.82 mol) propiolic acid ethyl ester, 12.8 g (0.82 mol) 3,7-dimethyl-oct-6-en1-ol and 8.3 g (0.82 mol) N-methylmorpholine. This solution was kept without stirring at room temperature for 24 hours. The mixture was evaporated under vacuum and the residue purified by bulb to bulb distillation (bp: 70-75° C.; 0.006 mbar) to yield 19.4 g (76%) of an oil.